This data is from the Open Reaction Database (ORD), a public repository of structured organic reaction records. The task is: describe an organic reaction: reactants, conditions, products, and yield Starting materials: N (ammonia), Cl.Cl.C(C)OC(C1=CC(=CC=C1)CN(CCCCCCCCCCCCCCCC)CCCCCCCCCCCCCCCC)=N (Ethyl-m-[N,N-di(n-hexadecyl)aminomethyl]-benzimidate dihydrochloride), N (ammonia). Run in C(C)O (ethanol). Reaction conditions: time 3 hour. The product is C(CCCCCCCCCCCCCCC)N(CCCCCCCCCCCCCCCC)CC=1C=C(C(=N)N)C=CC1 (m-[N,N-Di-(n-hexadecyl)aminomethyl]-benzamidine). The yield is 74.0%. Reaction SMILES: Cl.Cl.C(O[C:6](=[NH:47])[C:7]1[CH:12]=[CH:11][CH:10]=[C:9]([CH2:13][N:14]([CH2:31][CH2:32][CH2:33][CH2:34][CH2:35][CH2:36][CH2:37][CH2:38][CH2:39][CH2:40][CH2:41][CH2:42][CH2:43][CH2:44][CH2:45][CH3:46])[CH2:15]CCCCCCCCCCCCCCC)[CH:8]=1)C.[NH3:48]>C(O)C>[CH2:31]([N:14]([CH2:13][C:9]1[CH:8]=[C:7]([CH:12]=[CH:11][CH:10]=1)[C:6]([NH2:47])=[NH:48])[CH2:15][CH2:45][CH2:44][CH2:43][CH2:42][CH2:41][CH2:40][CH2:39][CH2:38][CH2:37][CH2:36][CH2:35][CH2:34][CH2:33][CH2:32][CH3:31])[CH2:32][CH2:33][CH2:34][CH2:35][CH2:36][CH2:37][CH2:38][CH2:39][CH2:40][CH2:41][CH2:42][CH2:43][CH2:44][CH2:45][CH3:46] |f:0.1.2|. Procedure details: Ethyl-m-[N,N-di(n-hexadecyl)aminomethyl]-benzimidate dihydrochloride (35.0 g., 0.05 mole) was dissolved in ethanol (150 ml.) and the mixture saturated with ammonia gas at 20° C. The mixture was held for 3 hours at 20° C., resaturated with ammonia gas at 20° C., and then stoppered and held overnight at room temperature. The mixture was evaporated in vacuo to a solid which was triturated with acetone (200 ml.), filtered, washed with water (4 × 100 ml.), triturated again with acetone (2 × 100 ml.),... The reactants are NC1=CC=C(C(=O)N(C2=C(C=CC=C2)OC)CCN2CCC(CC2)C(C2=CC=C(C=C2)F)=O)C=C1 (4-amino-N-{2-[4-(4-fluorobenzoyl)piperidino]ethyl}-N-(2-methoxyphenyl)benzamide), C(C)(=O)OC(C)=O (acetic anhydride). Yields the product C(C)(=O)NC1=CC=C(C(=O)N(C2=C(C=CC=C2)OC)CCN2CCC(CC2)C(C2=CC=C(C=C2)F)=O)C=C1 (4-Acetylamino-N-{2-[4-(4-fluorobenzoyl)piperidino]ethyl}-N-(2-methoxyphenyl)benzamide). The yield is 84.5%. RXN SMILES: [NH2:1][C:2]1[CH:35]=[CH:34][C:5]([C:6]([N:8]([CH2:17][CH2:18][N:19]2[CH2:24][CH2:23][CH:22]([C:25](=[O:33])[C:26]3[CH:31]=[CH:30][C:29]([F:32])=[CH:28][CH:27]=3)[CH2:21][CH2:20]2)[C:9]2[CH:14]=[CH:13][CH:12]=[CH:11][C:10]=2[O:15][CH3:16])=[O:7])=[CH:4][CH:3]=1.[C:36](OC(=O)C)(=[O:38])[CH3:37]>>[C:36]([NH:1][C:2]1[CH:3]=[CH:4][C:5]([C:6]([N:8]([CH2:17][CH2:18][N:19]2[CH2:24][CH2:23][CH:22]([C:25](=[O:33])[C:26]3[CH:27]=[CH:28][C:29]([F:32])=[CH:30][CH:31]=3)[CH2:21][CH2:20]2)[C:9]2[CH:14]=[CH:13][CH:12]=[CH:11][C:10]=2[O:15][CH3:16])=[O:7])=[CH:34][CH:35]=1)(=[O:38])[CH3:37]. Procedure: Using 4-amino-N-{2-[4-(4-fluorobenzoyl)piperidino]ethyl}-N-(2-methoxyphenyl)benzamide (2.65 g, 5.58 mmol) and acetic anhydride (0.79 ml, 8.37 mmol), the procedure of Inventive Example 94 was repeated to obtain 2.44 g (84.3%) of the title compound in a colorless amorphous form. The reactants are [OH-].[NH4+] (ammonium hydroxide), ice, O (water), O=C1NC(=CC=2C=CC=NC12)C1=NC=CC=C1C (8-oxo-6-(3-methyl-2-pyridinyl)-1,7-naphthyridine), P(=O)(Cl)(Cl)Cl (phosphorus oxychloride), P(=O)(Cl)(Cl)Cl (phosphorus oxychloride). The product is ClC=1N=C(C=C2C=CC=NC12)C1=NC=CC=C1C (8-Chloro-6-(3-methyl-2-pyridinyl)-1,7-naphthyridine). Reaction SMILES: O=[C:2]1[C:11]2[N:10]=[CH:9][CH:8]=[CH:7][C:6]=2[CH:5]=[C:4]([C:12]2[C:17]([CH3:18])=[CH:16][CH:15]=[CH:14][N:13]=2)[NH:3]1.O.[OH-].[NH4+].P(Cl)(Cl)([Cl:24])=O>>[Cl:24][C:2]1[N:3]=[C:4]([C:12]2[C:17]([CH3:18])=[CH:16][CH:15]=[CH:14][N:13]=2)[CH:5]=[C:6]2[C:11]=1[N:10]=[CH:9][CH:8]=[CH:7]2 |f:2.3|. Procedure: Heat a mixture of 8-oxo-6-(3-methyl-2-pyridinyl)-1,7-naphthyridine (16.4 g, 69.1 mmol) in phosphorus oxychloride (200 mL) on a steam bath for 3 hours. Remove excess phosphorus oxychloride under reduced pressure, cool in an ice-water bath and add ice (100 g) and water (100 mL). Add concentrated ammonium hydroxide to neutralize the solution, while maintaining the temperature below 10° C. Filter the resultant mixture, air dry the solids and triturate with boiling benzene (1 L). Concentrate the mixt... Reactants: CC(=O)O[BH-](OC(C)=O)OC(C)=O, CC(=O)O, ClCCCl, NCC(O)COc1ccccc1, [Na+], O=C1CCN(c2ccc(C=C3SC(=S)NC3=O)cc2)CC1. Yields the product O=C1NC(=S)SC1=Cc1ccc(N2CCC(NCC(O)COc3ccccc3)CC2)cc1. RXN SMILES: [C:34]([O:35][BH-:36]([O:37][C:38](=[O:39])[CH3:40])[O:41][C:42](=[O:43])[CH3:44])(=[O:45])[CH3:46].[CH3:48][C:49](=[O:50])[OH:51].[Cl:52][CH2:53][CH2:54][Cl:55].[NH2:22][CH2:23][CH:24]([CH2:25][O:26][c:27]1[cH:28][cH:29][cH:30][cH:31][cH:32]1)[OH:33].[Na+:47].[O:1]=[C:2]1[NH:3][C:4](=[S:21])[S:5][C:6]1=[CH:7][c:8]1[cH:9][cH:10][c:11]([N:14]2[CH2:15][CH2:16][C:17](=[O:20])[CH2:18][CH2:19]2)[cH:12][cH:13]1>>[O:1]=[C:2]1[NH:3][C:4](=[S:21])[S:5][C:6]1=[CH:7][c:8]1[cH:9][cH:10][c:11]([N:14]2[CH2:15][CH2:16][CH:17]([NH:22][CH2:23][CH:24]([CH2:25][O:26][c:27]3[cH:28][cH:29][cH:30][cH:31][cH:32]3)[OH:33])[CH2:18][CH2:19]2)[cH:12][cH:13]1. Starting materials: O=C([O-])[O-], CNC(=O)c1ccc(C=CC(=O)NCC(=O)N(C)c2ccc(C)c(COc3cccc4c3nc(S)n4C)c2C)cc1, CN(C)C=O, CI, [K+], [K+], O. The product is CNC(=O)c1ccc(C=CC(=O)NCC(=O)N(C)c2ccc(C)c(COc3cccc4c3nc(SC)n4C)c2C)cc1. RXN SMILES: [C:42](=[O:43])([O-:44])[O-:45].[CH3:1][c:2]1[c:3]([CH2:4][O:5][c:6]2[cH:7][cH:8][cH:9][c:10]3[n:11]([CH3:16])[c:12]([SH:15])[n:13][c:14]23)[c:17]([CH3:41])[cH:18][cH:19][c:20]1[N:21]([CH3:22])[C:23]([CH2:24][NH:25][C:26]([CH:27]=[CH:28][c:29]1[cH:30][cH:31][c:32]([C:35]([NH:36][CH3:37])=[O:38])[cH:33][cH:34]1)=[O:39])=[O:40].[CH3:48][N:49]([CH3:50])[CH:51]=[O:52].[CH3:53][I:54].[K+:46].[K+:47].[OH2:55]>>[CH3:1][c:2]1[c:3]([CH2:4][O:5][c:6]2[cH:7][cH:8][cH:9][c:10]3[n:11]([CH3:16])[c:12]([S:15][CH3:42])[n:13][c:14]23)[c:17]([CH3:41])[cH:18][cH:19][c:20]1[N:21]([CH3:22])[C:23]([CH2:24][NH:25][C:26]([CH:27]=[CH:28][c:29]1[cH:30][cH:31][c:32]([C:35]([NH:36][CH3:37])=[O:38])[cH:33][cH:34]1)=[O:39])=[O:40]. The reactants are O=C(O)CCCCCCBr, CN(C)C=O, CO. Product: COCCCCCCC(=O)O. As a reaction SMILES: [Br:1][CH2:2][CH2:3][CH2:4][CH2:5][CH2:6][CH2:7][C:8](=[O:9])[OH:10].[CH3:11][N:12]([CH:13]=[O:14])[CH3:15].[CH3:16][OH:17]>>[CH2:2]([CH2:3][CH2:4][CH2:5][CH2:6][CH2:7][C:8](=[O:9])[OH:10])[O:14][CH3:13]. Product: CC(C)(Oc1ccc([N+](=O)[O-])cc1)C(F)(F)F. Reactants: CC(C)(O)C(F)(F)F, O=[N+]([O-])c1ccc(F)cc1, [H-], [Na+], CN(C)C=O. As a reaction SMILES: [F:11][C:12]([C:13]([CH3:14])([OH:15])[CH3:16])([F:17])[F:18].[F:1][c:2]1[cH:3][cH:4][c:5]([N+:8](=[O:9])[O-:10])[cH:6][cH:7]1.[H-:20].[Na+:19].[O:21]=[CH:22][N:23]([CH3:24])[CH3:25]>>[c:2]1([O:15][C:13]([C:12]([F:11])([F:17])[F:18])([CH3:14])[CH3:16])[cH:3][cH:4][c:5]([N+:8](=[O:9])[O-:10])[cH:6][cH:7]1. The reactants are ClCn1cncn1, CC(C)(C)S(=O)(=O)C(C#N)CCc1ccc(Cl)cc1, Cl, [H-], [Na+], CN(C)C=O. Product: CC(C)(C)S(=O)(=O)C(C#N)(CCc1ccc(Cl)cc1)Cn1cncn1. As a reaction SMILES: [Cl:23][CH2:24][n:25]1[n:26][cH:27][n:28][cH:29]1.[Cl:3][c:4]1[cH:5][cH:6][c:7]([CH2:10][CH2:11][CH:12]([C:13]#[N:14])[S:15](=[O:16])(=[O:17])[C:18]([CH3:19])([CH3:20])[CH3:21])[cH:8][cH:9]1.[ClH:22].[H-:2].[Na+:1].[O:30]=[CH:31][N:32]([CH3:33])[CH3:34]>>[Cl:3][c:4]1[cH:5][cH:6][c:7]([CH2:10][CH2:11][C:12]([C:13]#[N:14])([S:15](=[O:16])(=[O:17])[C:18]([CH3:19])([CH3:20])[CH3:21])[CH2:24][n:25]2[n:26][cH:27][n:28][cH:29]2)[cH:8][cH:9]1. The reactants are BrC1=NC=NC(=C1N)Br (4,6-dibromo-5-aminopyrimidine), ClN(Cl)C1=NC=CC=N1 (dichloroaminopyrimidine). Yields the product Br.NC=1C(=NC=NC1Br)NC(=N)N (5-amino-6-bromo-4-guanidinopyrimidine hydrobromide). RXN SMILES: [Br:1][C:2]1[C:7]([NH2:8])=[C:6]([Br:9])[N:5]=[CH:4][N:3]=1.Cl[N:11]([C:13]1[N:18]=CC=C[N:14]=1)Cl>>[BrH:1].[NH2:8][C:7]1[C:2]([NH:14][C:13]([NH2:18])=[NH:11])=[N:3][CH:4]=[N:5][C:6]=1[Br:9] |f:2.3|. Procedure: Repeating this reaction with 4,6-dibromo-5-aminopyrimidine prepared as is the dichloroaminopyrimidine gives 5-amino-6-bromo-4-guanidinopyrimidine hydrobromide. Other 6-halo congeners are made by variations of these reactions. Starting materials: C(C)(=O)O[C@@H]1[C@H](C[C@@H]2CC[C@H]3[C@@H]4CC[C@@H]([C@@]4(C)C[C@H]([C@@H]3[C@]2(C1)C)NCCC(C)C)C(=O)OC)O (Methyl 2β-acetoxy-3α-hydroxy-11α-(3-methylbutylamino)-5α-androstane-17β-carboxylate), CC=1C=CC(=CC1)S(=O)(=O)O (PTSA), C(C)(=O)OC(C)=O (acetic anhydride). Run in C(C)O (ethanol), C(Cl)(Cl)Cl (chloroform), C(C)(=O)OCC (ethyl acetate). Reaction conditions: time 20 minute. Product: C(C)(=O)O[C@@H]1[C@H](C[C@@H]2CC[C@H]3[C@@H]4CC[C@@H]([C@@]4(C)C[C@H]([C@@H]3[C@]2(C1)C)NCCC(C)C)C(=O)OC)OC(C)=O (Methyl 2β,3α-diacetoxy-11α-(3-methylbutylamino)-5α-androstane-17β-carboxylate). As a reaction SMILES: [C:1]([O:4][C@H:5]1[CH2:22][C@@:21]2([CH3:23])[C@@H:8]([CH2:9][CH2:10][C@@H:11]3[C@@H:20]2[C@H:19]([NH:24][CH2:25][CH2:26][CH:27]([CH3:29])[CH3:28])[CH2:18][C@@:16]2([CH3:17])[C@H:12]3[CH2:13][CH2:14][C@@H:15]2[C:30]([O:32][CH3:33])=[O:31])[CH2:7][C@@H:6]1[OH:34])(=[O:3])[CH3:2].CC1C=CC(S(O)(=O)=O)=CC=1.[C:46](OC(=O)C)(=[O:48])[CH3:47]>C(Cl)(Cl)Cl.C(O)C.C(OCC)(=O)C>[C:1]([O:4][C@H:5]1[CH2:22][C@@:21]2([CH3:23])[C@@H:8]([CH2:9][CH2:10][C@@H:11]3[C@@H:20]2[C@H:19]([NH:24][CH2:25][CH2:26][CH:27]([CH3:28])[CH3:29])[CH2:18][C@@:16]2([CH3:17])[C@H:12]3[CH2:13][CH2:14][C@@H:15]2[C:30]([O:32][CH3:33])=[O:31])[CH2:7][C@@H:6]1[O:34][C:46](=[O:48])[CH3:47])(=[O:3])[CH3:2]. Reported procedure: Methyl 2β-acetoxy-3α-hydroxy-11α-(3-methylbutylamino)-5α-androstane-17β-carboxylate (3.069 g) in chloroform (33 ml) containing dry PTSA (2.64 g) was stirred for 20 min then treated with acetic anhydride (6.5 ml) and the mixture left for 5 h. The mixture was diluted with ethanol and evaporated to give an oil. This was dissolved in ethyl acetate, washed with aqueous ammonia solution (2×) and water (1×), dried and evaporated to give an oil (2.867 g). This was purified by preparative t.l.c. in chlor...